Dataset: the Open Reaction Database (ORD), a public repository of structured organic reaction records. Task: describe an organic reaction: reactants, conditions, products, and yield Starting materials: CC1=C(C(CCC1)(C)C)/C=C/C(=C/C=C/C(=C/CO)/C)/C (retinol), COC1=CC=C(CCl)C=C1 (4-methoxybenzyl chloride), CC1=C(COCC2=C(C=CC(=C2)C)C)C=C(C=C1)C (2,5-Dimethylbenzyl Ether). Product: COC1=CC=C(COCC2=CC=C(C=C2)OC)C=C1 (4-Methoxybenzyl Ether). Reaction SMILES: CC1CCCC(C)(C)C=1/C=C/C(/C)=C/C=C/C(/C)=C/[CH2:18][OH:19].[CH3:22][O:23][C:24]1[CH:31]=[CH:30][C:27]([CH2:28]Cl)=[CH:26][CH:25]=1.C[C:33]1[CH:49]=[CH:48][C:47](C)=[CH:46][C:34]=1[CH2:35][O:36]CC1C=C(C)C=CC=1C>>[CH3:22][O:23][C:24]1[CH:31]=[CH:30][C:27]([CH2:28][O:36][CH2:35][C:34]2[CH:46]=[CH:47][C:48]([O:19][CH3:18])=[CH:49][CH:33]=2)=[CH:26][CH:25]=1. Procedure details: Retinyl 4-Methoxybenzyl Ether (3e) was prepared from retinol and 4-methoxybenzyl chloride by the method described for 3c. The ether extract was washed successively with saturated sodium bicarbonate solution and with brine. The crude product was purified by successive chromatographic operations with the column absorbent and eluting solvent as follows: deactivated alumina, pentane and then 95:5 pentane-ethyl acetate; silica gel 60, chloroform; silica gel 60, 4:1 chloroform-pentane; repetition of t... Reactants: C=CC(\C=C\C#CCC#CCCCCC)O ((E)-1,4-pentadecadien-6,9-diyn-3-ol), P(Br)(Br)Br (phosphorous tribromide). Run in CCOCC (ether), CCOCC (ether). The product is BrC\C=C\C=C\C#CCC#CCCCCC ((E,E)-1-bromo-2,4-pentadecadien-6,9-diyne), material. Reaction SMILES: [CH2:1]=[CH:2][CH:3](O)/[CH:4]=[CH:5]/[C:6]#[C:7][CH2:8][C:9]#[C:10][CH2:11][CH2:12][CH2:13][CH2:14][CH3:15].P(Br)(Br)[Br:18]>CCOCC>[Br:18][CH2:1]/[CH:2]=[CH:3]/[CH:4]=[CH:5]/[C:6]#[C:7][CH2:8][C:9]#[C:10][CH2:11][CH2:12][CH2:13][CH2:14][CH3:15]. Reported procedure: A solution of (E)-1,4-pentadecadien-6,9-diyn-3-ol (8.5 g) in ether (200 mL) was cooled to -40° and treated over 5 min with phosphorous tribromide (3.7 mL) dissolved in ether (70 mL). The cooling bath was removed and the reaction mixture was warmed to 0° over 1 hour and then poured onto ice. The ether extract was then washed with water, sodium carbonate solution (10 mL) and dried (MgSO4). Removal of the solvents and purification of the residue by liquid chromatography (two columns, hexane) gave (...